From a dataset of the Open Reaction Database (ORD), a public repository of structured organic reaction records. describe an organic reaction: reactants, conditions, products, and yield RXN SMILES: [OH:1][C:2]1[CH:3]=[C:4]2[C:8](=[CH:9][CH:10]=1)[NH:7][CH:6]=[C:5]2[CH2:11][CH2:12][N:13]1[C:21](=[O:22])[C:20]2[C:15](=[CH:16][CH:17]=[CH:18][CH:19]=2)[C:14]1=[O:23].C(=O)([O-])[O-].[Cs+].[Cs+].I[CH2:31][CH3:32].CCOC(C)=O>CN1CCCC1=O.[Cl-].[Na+].O>[CH2:31]([O:1][C:2]1[CH:3]=[C:4]2[C:8](=[CH:9][CH:10]=1)[NH:7][CH:6]=[C:5]2[CH2:11][CH2:12][N:13]1[C:14](=[O:23])[C:15]2[C:20](=[CH:19][CH:18]=[CH:17][CH:16]=2)[C:21]1=[O:22])[CH3:32] |f:1.2.3,7.8.9|. Procedure details: Combine 2-(2-(5-hydroxy-1H-indol-3-yl)ethyl)isoindole-1,3-dione (900 mg, 2.9 mmol), cesium carbonate (960 mg, 2.9 mmol) and 1-iodoethane (920 mg, 5.9 mmol) in N-methylpyrrolidinone (5 mL) and stir at ambient temperature for 4 hours, pour into brine and extract twice with EtOAc. Wash the combined extracts three times with brine, dry over MgSO4, and concentrate under vacuum to give an oil. Chromatograph the oil on silica gel eluting with 20% EtOAc in hexanes to give the title compound as a white s... The reactants are CCOC(=O)C (EtOAc), OC=1C=C2C(=CNC2=CC1)CCN1C(C2=CC=CC=C2C1=O)=O (2-(2-(5-hydroxy-1H-indol-3-yl)ethyl)isoindole-1,3-dione), C([O-])([O-])=O.[Cs+].[Cs+] (cesium carbonate), ICC (1-iodoethane). Solvent: hexanes, CN1C(CCC1)=O (N-methylpyrrolidinone), [Cl-].[Na+].O (brine). The product is C(C)OC=1C=C2C(=CNC2=CC1)CCN1C(C2=CC=CC=C2C1=O)=O (2-(2-(5-Ethoxy-1H-indol-3-yl)ethyl)isoindole-1,3-dione). The reactants are COC(C=COC1=CC=C(C=C1)C12CC3CC(CC(C1)C3)C2)=O (3-(4-Adamantan-1-yl-phenoxy)-acrylic acid methylester), O.[OH-].[Li+] (lithium hydroxide monohydrate), Cl (HCl). Run in O (water), C1CCOC1.O (THF H2O). Reaction conditions: time 12 hour. The product is C12(CC3CC(CC(C1)C3)C2)C2=CC=C(O/C=C/C(=O)O)C=C2 ((E)-3-(4-Adamantan-1-yl-phenoxy)-acrylic acid). Yield: 96.9%. Reaction SMILES: C[O:2][C:3](=[O:23])[CH:4]=[CH:5][O:6][C:7]1[CH:12]=[CH:11][C:10]([C:13]23[CH2:22][CH:17]4[CH2:18][CH:19]([CH2:21][CH:15]([CH2:16]4)[CH2:14]2)[CH2:20]3)=[CH:9][CH:8]=1.O.[OH-].[Li+].Cl>C1COCC1.O.O>[C:13]12([C:10]3[CH:9]=[CH:8][C:7]([O:6]/[CH:5]=[CH:4]/[C:3]([OH:23])=[O:2])=[CH:12][CH:11]=3)[CH2:20][CH:19]3[CH2:21][CH:15]([CH2:16][CH:17]([CH2:18]3)[CH2:22]1)[CH2:14]2 |f:1.2.3,5.6|. Procedure: 3-(4-Adamantan-1-yl-phenoxy)-acrylic acid methylester (569 mg, 1.82 mmol) was dissolved in THF/H2O mixed solution (3:1, 20 ml), to which lithium hydroxide monohydrate (153 mg, 3.65 mmol) dissolved in purified water (5 ml) was added, followed by stirring for 12 hours. The reaction solution was treated with 10% HCl solution and extracted with ethylacetate and NaCl solution. The organic layer was dried over anhydrous MgSO4, and concentrated. The residue was purified by silica gel column chromatogra... The reactants are COC(=O)C(C)Br, O=C([O-])[O-], Oc1ccc(OCc2ccccc2)cc1, CC(C)=O, [Cs+], [Cs+]. Product: COC(=O)C(C)Oc1ccc(OCc2ccccc2)cc1. RXN SMILES: [Br:16][CH:17]([C:18](=[O:19])[O:20][CH3:21])[CH3:22].[C:23](=[O:24])([O-:25])[O-:26].[CH2:1]([c:2]1[cH:3][cH:4][cH:5][cH:6][cH:7]1)[O:8][c:9]1[cH:10][cH:11][c:12]([OH:15])[cH:13][cH:14]1.[CH3:29][C:30](=[O:31])[CH3:32].[Cs+:27].[Cs+:28]>>[CH2:1]([c:2]1[cH:3][cH:4][cH:5][cH:6][cH:7]1)[O:8][c:9]1[cH:10][cH:11][c:12]([O:15][CH:17]([C:18](=[O:19])[O:20][CH3:21])[CH3:22])[cH:13][cH:14]1. As a reaction SMILES: C([CH2:3][C:4]([O:9][C:10]1[CH:15]=[CH:14][C:13]([CH:16]=O)=[CH:12][CH:11]=1)([CH3:8])[C:5]([OH:7])=[O:6])C.[NH2:18][C:19]1[CH:24]=[CH:23][CH:22]=[CH:21][C:20]=1[SH:25]>CO>[S:25]1[C:20]2[CH:21]=[CH:22][CH:23]=[CH:24][C:19]=2[N:18]=[C:16]1[C:13]1[CH:12]=[CH:11][C:10]([O:9][C:4]([CH3:3])([CH3:8])[C:5]([OH:7])=[O:6])=[CH:15][CH:14]=1. The reactants are C(C)CC(C(=O)O)(C)OC1=CC=C(C=C1)C=O (ethyl 2-(4-formylphenoxy)-2-methylpropanoic acid), NC1=C(C=CC=C1)S (2-aminothiophenol). Solvent: CO (methanol). The product is S1C(=NC2=C1C=CC=C2)C2=CC=C(OC(C(=O)O)(C)C)C=C2 (2-(4-(benzo[d]thiazol-2-yl)phenoxy)-2-methylpropanoic acid). Procedure details: In a methanol solvent, a solution including Compound 97c (1.0 eq.) and 2-aminothiophenol (1.0 eq.) was stirred at room temperature. After methanol was removed, the precipitate was filtered, and washed with cold methanol to obtain a solid target product. The reactants are OC1=C(C(NC2=CC(=CN=C12)CC1=CC=CC=C1)=O)C(=O)OCC (ethyl 4-hydroxy-2-oxo-7-(phenylmethyl)-1,2-dihydro-1,5-naphthyridine-3-carboxylate), C1(CCC1)N (cyclobutylamine). Run in C(Cl)Cl (CH2Cl2). The product is C1(CCC1)NC(=O)C=1C(NC2=CC(=CN=C2C1O)CC1=CC=CC=C1)=O (N-Cyclobutyl-4-hydroxy-2-oxo-7-(phenylmethyl)-1,2-dihydro-1,5-naphthyridine-3-carboxamide). Reaction SMILES: [OH:1][C:2]1[C:11]2[C:6](=[CH:7][C:8]([CH2:12][C:13]3[CH:18]=[CH:17][CH:16]=[CH:15][CH:14]=3)=[CH:9][N:10]=2)[NH:5][C:4](=[O:19])[C:3]=1[C:20]([O:22]CC)=O.[CH:25]1([NH2:29])[CH2:28][CH2:27][CH2:26]1>C(Cl)Cl>[CH:25]1([NH:29][C:20]([C:3]2[C:4](=[O:19])[NH:5][C:6]3[C:11]([C:2]=2[OH:1])=[N:10][CH:9]=[C:8]([CH2:12][C:13]2[CH:14]=[CH:15][CH:16]=[CH:17][CH:18]=2)[CH:7]=3)=[O:22])[CH2:28][CH2:27][CH2:26]1. Procedure details: This compound was prepared from ethyl 4-hydroxy-2-oxo-7-(phenylmethyl)-1,2-dihydro-1,5-naphthyridine-3-carboxylate and cyclobutylamine employing methods similar to those described in Example 2 and was obtained as a white solid: 1H NMR (d6-DMSO) δ 12.00 (1H, br), 8.23 (1H, br), 7.38-7.25 (6H, m), 4.41 (1H, m, J=7.7 Hz), 4.04 (2H, br s), 2.27 (2H, br m), 1.93 (2H, br m), 1.71 (2H, br m); Anal. Calcd for C20H19N3O3.0.45 CH2Cl2: C, 63.37; H, 5.18; N, 10.84. Found: C, 63.62; H, 5.29; N, 10.97. The reactants are Cc1ccc(-c2ccc3c(c2)C=C(C(=O)Nc2ccc(CCl)cc2)CC3)cc1, NC(CO)CO, CN(C)C=O. Yields the product Cc1ccc(-c2ccc3c(c2)C=C(C(=O)Nc2ccc(CNC(CO)CO)cc2)CC3)cc1. As a reaction SMILES: [Cl:1][CH2:2][c:3]1[cH:4][cH:5][c:6]([NH:9][C:10](=[O:11])[C:12]2=[CH:13][c:14]3[cH:15][c:16](-[c:22]4[cH:23][cH:24][c:25]([CH3:28])[cH:26][cH:27]4)[cH:17][cH:18][c:19]3[CH2:20][CH2:21]2)[cH:7][cH:8]1.[NH2:29][CH:30]([CH2:31][OH:32])[CH2:33][OH:34].[O:35]=[CH:36][N:37]([CH3:38])[CH3:39]>>[CH2:2]([c:3]1[cH:4][cH:5][c:6]([NH:9][C:10](=[O:11])[C:12]2=[CH:13][c:14]3[cH:15][c:16](-[c:22]4[cH:23][cH:24][c:25]([CH3:28])[cH:26][cH:27]4)[cH:17][cH:18][c:19]3[CH2:20][CH2:21]2)[cH:7][cH:8]1)[NH:29][CH:30]([CH2:31][OH:32])[CH2:33][OH:34]. The reactants are C1(=CC=CC=C1)C=1SC=C(N1)C(=O)C1=CC(=C(C(=C1)OC)OC)OC ((2-Phenyl-thiazol-4-yl)-(3,4,5-trimethoxy-phenyl)-methanone), O.NN (hydrazine hydrate). The solvent is C(Cl)Cl (CH2Cl2), C(C)O (ethanol). Product: N(/N)=C(/C=1N=C(SC1)C1=CC=CC=C1)\C1=CC(=C(C(=C1)OC)OC)OC ((Z)-4-(hydrazono(3,4,5-trimethoxyphenyl)methyl)-2-phenylthiazole). Reaction SMILES: [C:1]1([C:7]2[S:8][CH:9]=[C:10]([C:12]([C:14]3[CH:19]=[C:18]([O:20][CH3:21])[C:17]([O:22][CH3:23])=[C:16]([O:24][CH3:25])[CH:15]=3)=O)[N:11]=2)[CH:6]=[CH:5][CH:4]=[CH:3][CH:2]=1.O.[NH2:27][NH2:28]>C(Cl)Cl.C(O)C>[N:27](=[C:12](/[C:14]1[CH:19]=[C:18]([O:20][CH3:21])[C:17]([O:22][CH3:23])=[C:16]([O:24][CH3:25])[CH:15]=1)\[C:10]1[N:11]=[C:7]([C:1]2[CH:6]=[CH:5][CH:4]=[CH:3][CH:2]=2)[S:8][CH:9]=1)\[NH2:28] |f:1.2|. Procedure details: To a mixture of 1h (230 mg, 0.65 mmol) in 3 mL CH2Cl2 and 3 mL ethanol was added hydrazine hydrate (2 mL). Then the mixture was refluxed for overnight. After completion of the reaction, the residue was absorbed on silica gel and purified by column chromatography to give compounds 2d-cis (80 mg) and 2d-trans (56 mg). 1H NMR (300 MHz, CDCl3) δ 8.01-7.98 (m, 2H), 7.49-7.46 (m, 5H), 7.33 (s, 1H), 6.82 (s, 2H), 3.87 (s, 3H), 3.85 (s, 6H). MS (ESI) m/z 370.1 (M+H)+. Reactants: C1(=CC=CC=C1)CCC(CCC1=CC=CC=C1)=O (1,5-diphenyl-3-pentanone), C(CO)O (ethylene glycol), O.C1(=CC=C(C=C1)S(=O)(=O)O)C (p-toluene sulfonic acid monohydrate). Solvent: O (water). Product: C1(=CC=CC=C1)CCC1(OCCO1)CCC1=CC=CC=C1 (2,2-Di-(2-phenylethyl)-1,3-dioxolane). Reaction SMILES: [C:1]1([CH2:7][CH2:8][C:9](=[O:18])[CH2:10][CH2:11][C:12]2[CH:17]=[CH:16][CH:15]=[CH:14][CH:13]=2)[CH:6]=[CH:5][CH:4]=[CH:3][CH:2]=1.[CH2:19](O)[CH2:20][OH:21].O.C1(C)C=CC(S(O)(=O)=O)=CC=1>O>[C:12]1([CH2:11][CH2:10][C:9]2([CH2:8][CH2:7][C:1]3[CH:6]=[CH:5][CH:4]=[CH:3][CH:2]=3)[O:21][CH2:20][CH2:19][O:18]2)[CH:13]=[CH:14][CH:15]=[CH:16][CH:17]=1 |f:2.3|. Reported procedure: A solution of 135 mg (0.6 mmol) of 1,5-diphenyl-3-pentanone, 0.2 ml of ethylene glycol, and 10 mg of p-toluene sulfonic acid monohydrate was refluxed with azeotropic removal of water. After separation of water was completed, the solution was diluted with ethyl acetate, washed sequentially with aqueous NaHCO and water, dried over Na2SO4, and concentrated to provide the desired compound. 1H NMR (CDCl3) δ2.0 (m, 4H), 2.71 (m, 4H), 4.03 (s, 4H), 7.15-7.3 (m, 10H). Mass spectrum: (M+H)+ =283. Starting materials: CC(C)(C)OC(=O)NCC1CCC(CO)CC1, ClCCl, O=[Cr](=O)([O-])Cl, c1cc[nH+]cc1. Product: CC(C)(C)OC(=O)NCC1CCC(C=O)CC1. Reaction SMILES: [C:1]([CH3:2])([CH3:3])([CH3:4])[O:5][C:6](=[O:7])[NH:8][CH2:9][CH:10]1[CH2:11][CH2:12][CH:13]([CH2:16][OH:17])[CH2:14][CH2:15]1.[Cl:29][CH2:30][Cl:31].[O:18]=[Cr:19]([Cl:20])([O-:21])=[O:22].[nH+:23]1[cH:24][cH:25][cH:26][cH:27][cH:28]1>>[C:1]([CH3:2])([CH3:3])([CH3:4])[O:5][C:6](=[O:7])[NH:8][CH2:9][CH:10]1[CH2:11][CH2:12][CH:13]([CH:16]=[O:17])[CH2:14][CH2:15]1. Starting materials: C(#N)NC(=N)N (cyanoguanidine), FC(C(=O)OCC)(F)F (ethyl trifluoroacetate), [O-]CC.[Na+] (sodium ethoxide), [Cl-].[Ca+2].[Cl-] (calcium chloride), Cl (hydrochloric acid). Solvent: C(C)O (ethanol), C(C)O (ethanol). Yields the product NC1=NC(=NC(=N1)OCC)C(F)(F)F (2-amino-4-ethoxy-6-trifluoromethyl-1,3,5-triazine). The yield is 89.0%. As a reaction SMILES: [C:1]([NH:3][C:4]([NH2:6])=[NH:5])#[N:2].[F:7][C:8]([F:15])([F:14])[C:9](OCC)=O.[O-:16][CH2:17][CH3:18].[Na+].[Cl-].[Ca+2].[Cl-].Cl>C(O)C>[NH2:5][C:4]1[N:3]=[C:1]([O:16][CH2:17][CH3:18])[N:2]=[C:9]([C:8]([F:7])([F:14])[F:15])[N:6]=1 |f:2.3,4.5.6|. Procedure details: 8.4 g (0.1 mol) of cyanoguanidine and 35.5 g (0.25 mol) of ethyl trifluoroacetate are initially introduced into 46 g of ethanol, and a suspension of 8.5 g (0.125 mol) of sodium ethoxide in 39.8 g of ethanol is added in the course of 5 min. After the addition of 5.66 g (0.05 mol) of calcium chloride, the reaction mixture is heated to reflux for 7 hours. 0.5 ml of a conc. hydrochloric acid is then added at 20° C. and the ethanol is removed. 100 g of water are added and the suspension is filtered w...